From a dataset of the Open Reaction Database (ORD), a public repository of structured organic reaction records. describe an organic reaction: reactants, conditions, products, and yield Reactants: Cl.C(C)NCC (Diethylamine hydrochloride), C(#N)C1=CC=C(C(=O)NC=2C=CC(=C(C2)NC(C2=CC=C(C=C2)CCl)=O)C)C=C1 (N-[5-(4-cyanoberizamido)-2-methylphenyl]-4-(chloromethyl)benzamide), C([O-])([O-])=O.[K+].[K+] (potassium carbonate), Cl.C(C)NCC (diethylamine hydrochloride), C([O-])([O-])=O.[K+].[K+] (potassium carbonate). Solvent: CC(=O)C (acetone). Conditions: temperature 55 celsius. The product is C(#N)C1=CC=C(C(=O)NC=2C=CC(=C(C2)NC(C2=CC=C(C=C2)CN(CC)CC)=O)C)C=C1 (N-[5-(4-cyanobenzamido)-2-methylphenyl]-4-(diethylaminomethyl)benzamide). Isolated yield 67.2%. Reaction SMILES: Cl.[CH2:2]([NH:4][CH2:5][CH3:6])[CH3:3].[C:7]([C:9]1[CH:35]=[CH:34][C:12]([C:13]([NH:15][C:16]2[CH:17]=[CH:18][C:19]([CH3:33])=[C:20]([NH:22][C:23](=[O:32])[C:24]3[CH:29]=[CH:28][C:27]([CH2:30]Cl)=[CH:26][CH:25]=3)[CH:21]=2)=[O:14])=[CH:11][CH:10]=1)#[N:8].C(=O)([O-])[O-].[K+].[K+]>CC(C)=O>[C:7]([C:9]1[CH:35]=[CH:34][C:12]([C:13]([NH:15][C:16]2[CH:17]=[CH:18][C:19]([CH3:33])=[C:20]([NH:22][C:23](=[O:32])[C:24]3[CH:29]=[CH:28][C:27]([CH2:30][N:4]([CH2:5][CH3:6])[CH2:2][CH3:3])=[CH:26][CH:25]=3)[CH:21]=2)=[O:14])=[CH:11][CH:10]=1)#[N:8] |f:0.1,3.4.5|. Procedure: Diethylamine hydrochloride (0.024 g) was added to a stirred mixture of N-[5-(4-cyanoberizamido)-2-methylphenyl]-4-(chloromethyl)benzamide (0.06 g), potassium carbonate (0.082 g) and acetone (5 ml) and the reaction mixture was stirred and heated to 55° C. for 16 hours. Further portions of diethylamine hydrochloride and potassium carbonate (same quanities as before) were added and the mixture was heated to 55° C. for a further 4 days. The reaction mixture was evaporated and the residue was tritura... Reactants: ClC1=CC=C(C=C1)C=1NC2=CC=CC=C2C1 (2-(4-chlorophenyl)-1H-indole), [Cl-].C(C1=CC=CC=C1)=[N+](C)C (benzylidene-dimethyl-ammonium chloride). The product is ClC1=CC=C(C=C1)C=1NC2=CC=CC=C2C1C(C1=CC=CC=C1)N(C)C ({[2-(4-Chlorophenyl)-1H-indol-3-yl]-phenylmethyl}-dimethylamine). RXN SMILES: [Cl:1][C:2]1[CH:7]=[CH:6][C:5]([C:8]2[NH:9][C:10]3[C:15]([CH:16]=2)=[CH:14][CH:13]=[CH:12][CH:11]=3)=[CH:4][CH:3]=1.[Cl-].[CH:18](=[N+:25]([CH3:27])[CH3:26])[C:19]1[CH:24]=[CH:23][CH:22]=[CH:21][CH:20]=1>>[Cl:1][C:2]1[CH:3]=[CH:4][C:5]([C:8]2[NH:9][C:10]3[C:15]([C:16]=2[CH:18]([N:25]([CH3:27])[CH3:26])[C:19]2[CH:24]=[CH:23][CH:22]=[CH:21][CH:20]=2)=[CH:14][CH:13]=[CH:12][CH:11]=3)=[CH:6][CH:7]=1 |f:1.2|. Procedure: The preparation was carried out in accordance with general synthesis instructions 4 from 2-(4-chlorophenyl)-1H-indole and benzylidene-dimethyl-ammonium chloride, which had been prepared in accordance with example 1.